This data is from the Open Reaction Database (ORD), a public repository of structured organic reaction records. The task is: describe an organic reaction: reactants, conditions, products, and yield Reactants: CSc1nnc(-c2ccc3ccccc3c2)n1C, O=C(OO)c1cccc(Cl)c1, ClCCl. Product: Cn1c(-c2ccc3ccccc3c2)nnc1S(C)=O. Reaction SMILES: [CH3:1][n:2]1[c:3](-[c:9]2[cH:10][c:11]3[cH:12][cH:13][cH:14][cH:15][c:16]3[cH:17][cH:18]2)[n:4][n:5][c:6]1[S:7][CH3:8].[Cl:19][c:20]1[cH:21][c:22]([C:27](=[O:24])[O:28][OH:29])[cH:23][cH:25][cH:26]1.[Cl:30][CH2:31][Cl:32]>>[CH3:1][n:2]1[c:3](-[c:9]2[cH:10][c:11]3[cH:12][cH:13][cH:14][cH:15][c:16]3[cH:17][cH:18]2)[n:4][n:5][c:6]1[S:7]([CH3:8])=[O:24]. The reactants are [BH4-], CC(=O)[O-], CC(=O)O, O=Cc1ccc(Cc2ccc(Cl)o2)cc1, C[N+](=O)[O-], [NH4+], [Na+], O. Product: O=[N+]([O-])CCc1ccc(Cc2ccc(Cl)o2)cc1. As a reaction SMILES: [BH4-:25].[CH3:21][C:22](=[O:23])[O-:24].[CH3:28][C:29](=[O:30])[OH:31].[Cl:1][c:2]1[cH:3][cH:4][c:5]([CH2:7][c:8]2[cH:9][cH:10][c:11]([CH:12]=[O:13])[cH:14][cH:15]2)[o:6]1.[N+:16](=[O:17])([O-:18])[CH3:19].[NH4+:20].[Na+:26].[OH2:27]>>[Cl:1][c:2]1[cH:3][cH:4][c:5]([CH2:7][c:8]2[cH:9][cH:10][c:11]([CH2:12][CH2:19][N+:16](=[O:17])[O-:18])[cH:14][cH:15]2)[o:6]1. The reactants are FC(C(C(OC(C(OC(C(C(COCCCCBr)(F)F)(F)F)(F)F)(F)F)(F)F)(F)F)(F)F)(C(F)(F)F)F (4-(4-(2-(nonafluorobutoxy)tetrafluoroethoxy)-2,2,3,3,4,4-hexafluorobutoxy)butyl bromide), C(CCCCCCC)C=1C=NC(=NC1)C1=CC=C(C=C1)O (5-octyl-2-(4-hydroxyphenyl)pyrimidine). Yields the product C(CCCCCCC)C=1C=NC(=NC1)C1=CC=C(C=C1)OCCCCOCC(C(C(F)(F)OC(C(OC(C(C(C(F)(F)F)(F)F)(F)F)(F)F)(F)F)(F)F)(F)F)(F)F (5-Octyl-2-[4-(4-(4-(2-(nonafluorobutoxy)tetrafluoroethoxy)-2,2,3,3,4,4-hexafluorobutoxy)butoxy)phenyl]pyrimidine). As a reaction SMILES: [F:1][C:2]([F:37])([C:33]([F:36])([F:35])[F:34])[C:3]([F:32])([F:31])[C:4]([F:30])([F:29])[O:5][C:6]([F:28])([F:27])[C:7]([F:26])([F:25])[O:8][C:9]([F:24])([F:23])[C:10]([F:22])([F:21])[C:11]([F:20])([F:19])[CH2:12][O:13][CH2:14][CH2:15][CH2:16][CH2:17]Br.[CH2:38]([C:46]1[CH:47]=[N:48][C:49]([C:52]2[CH:57]=[CH:56][C:55]([OH:58])=[CH:54][CH:53]=2)=[N:50][CH:51]=1)[CH2:39][CH2:40][CH2:41][CH2:42][CH2:43][CH2:44][CH3:45]>>[CH2:38]([C:46]1[CH:51]=[N:50][C:49]([C:52]2[CH:57]=[CH:56][C:55]([O:58][CH2:17][CH2:16][CH2:15][CH2:14][O:13][CH2:12][C:11]([F:20])([F:19])[C:10]([F:22])([F:21])[C:9]([O:8][C:7]([F:26])([F:25])[C:6]([F:28])([F:27])[O:5][C:4]([F:30])([F:29])[C:3]([F:32])([F:31])[C:2]([F:37])([F:1])[C:33]([F:36])([F:35])[F:34])([F:24])[F:23])=[CH:54][CH:53]=2)=[N:48][CH:47]=1)[CH2:39][CH2:40][CH2:41][CH2:42][CH2:43][CH2:44][CH3:45]. Reported procedure: The title compound was prepared essentially as in Example 1 by combining 4-(4-(2-(nonafluorobutoxy)tetrafluoroethoxy)-2,2,3,3,4,4-hexafluorobutoxy)butyl bromide (25.6 g, 38.5 mmol; prepared by combining 1,4-dibromobutane and 2-(2-(nonafluorobutoxy)tetrafluoroethoxy)-2,2-difluoroethanol) with 5-octyl-2-(4-hydroxyphenyl)pyrimidine (10 g, 35 mmol). The resulting product was further purified by recrystallization from heptane, followed by Kugelrohr distillation (b.p. 200-210° C. at 0.4 torr; yield of...